Dataset: the Open Reaction Database (ORD), a public repository of structured organic reaction records. Task: describe an organic reaction: reactants, conditions, products, and yield The reactants are C(C)(C)(C)OC(COC1=C(C=C(C=C1)Cl)C#CC1=CC2=C(CCS2(=O)=O)C=C1)=O (tert-butyl{4-chloro-2-[(1,1-dioxido-2,3-dihydro-1-benzothien-6-yl)ethynyl]phenoxy}acetate), C(C)(C)(C)OC(COC1=C(C=C(C=C1)Cl)C#CC1=CC2=C(CCS2(=O)=O)C=C1)=O (tert-butyl{4-chloro-2-[(1,1-dioxido-2,3-dihydro-1-benzothien-6-yl)ethynyl]phenoxy}acetate). The solvent is C(Cl)Cl.CCCCC (DCM pentane). Product: ClC1=CC(=C(OCC(=O)O)C=C1)C#CC1=CC2=C(CCS2(=O)=O)C=C1 ({4-chloro-2-[(1,1-dioxido-2,3-dihydro-1-benzothien-6-yl)ethynyl]phenoxy}acetic acid). Isolated yield 93.0%. RXN SMILES: C([O:5][C:6](=[O:29])[CH2:7][O:8][C:9]1[CH:14]=[CH:13][C:12]([Cl:15])=[CH:11][C:10]=1[C:16]#[C:17][C:18]1[CH:28]=[CH:27][C:21]2[CH2:22][CH2:23][S:24](=[O:26])(=[O:25])[C:20]=2[CH:19]=1)(C)(C)C>C(Cl)Cl.CCCCC>[Cl:15][C:12]1[CH:13]=[CH:14][C:9]([O:8][CH2:7][C:6]([OH:29])=[O:5])=[C:10]([C:16]#[C:17][C:18]2[CH:28]=[CH:27][C:21]3[CH2:22][CH2:23][S:24](=[O:26])(=[O:25])[C:20]=3[CH:19]=2)[CH:11]=1 |f:1.2|. Procedure details: Following the general method as outlined in Example 15, starting from tert-butyl{4-chloro-2-[(1,1-dioxido-2,3-dihydro-1-benzothien-6-yl)ethynyl]phenoxy}acetate (Intermediate 235), the title compound was obtained as a beige solid in 93% yield after trituration in DCM/pentane. Reactants: OCC1COc2c(F)cc(Br)cc2O1, CS(=O)[O-], CS(C)=O, [Cu]I, [Na+], [Na+], [OH-], O=C(O)C1CCCN1. The product is CS(=O)(=O)c1cc(F)c2c(c1)OC(CO)CO2. RXN SMILES: [Br:1][c:2]1[cH:3][c:4]([F:14])[c:5]2[c:6]([cH:13]1)[O:7][CH:8]([CH2:11][OH:12])[CH2:9][O:10]2.[CH3:15][S:16](=[O:17])[O-:18].[CH3:30][S:31]([CH3:32])=[O:33].[Cu:34][I:35].[Na+:19].[Na+:29].[OH-:28].[OH:20][C:21]([CH:22]1[NH:23][CH2:24][CH2:25][CH2:26]1)=[O:27]>>[c:2]1([S:16]([CH3:15])(=[O:17])=[O:18])[cH:3][c:4]([F:14])[c:5]2[c:6]([cH:13]1)[O:7][CH:8]([CH2:11][OH:12])[CH2:9][O:10]2. Reactants: C(C1=CC=CC=C1)OCO[C@@H]([C@@H](C[C@@H]1C\C(\[C@@H]([C@](O1)(OC)C(/C=C/[C@H]1CC(C[C@H](O1)C[C@H]1C[C@H](C[C@H](O1)C[C@H](CC(=O)O)OCC1=CC=C(C=C1)OC)O[Si](C)(C)C(C)(C)C)=C)(C)C)OC(CCCCCCC)=O)=C/C(=O)OC)O[Si](C)(C)C(C)(C)C)C ((R)-4-((2R,4S,6S)-6-(((2S,6R)-6-((E)-3-((2S,3S,6S,E)-6-((2R,3R)-3-(benzyloxymethoxy)-2-(tert-butyldimethylsilyloxy)butyl)-2-methoxy-4-(2-methoxy-2-oxoethylidene)-3-(octanoyloxy)tetrahydro-2H-pyran-2-yl)-3-methylbut-1-enyl)-4-methylenetetrahydro-2H-pyran-2-yl)methyl)-4-(tert-butyldimethylsilyloxy)tetrahydro-2H-pyran-2-yl)-3-(4-methoxybenzyloxy) butanoic acid). The solvent is C1CCOC1.N1=CC=CC=C1 (THF pyridine), EtOAc hexanes. Reaction conditions: time 48 hour. Product: C(C1=CC=CC=C1)OCO[C@@H]([C@@H](C[C@@H]1C\C(\[C@@H]([C@](O1)(OC)C(/C=C/[C@H]1CC(C[C@H](O1)C[C@H]1C[C@H](C[C@H](O1)C[C@H](CC(=O)O)OCC1=CC=C(C=C1)OC)O)=C)(C)C)OC(CCCCCCC)=O)=C/C(=O)OC)O)C ((R)-4-((2S,4S,6R)-6-(((2S,6R)-6-((E)-3-((2S,3S,6S,E)-6-((2R,3R)-3-(benzyloxymethoxy)-2-hydroxybutyl)-2-methoxy-4-(2-methoxy-2-oxoethylidene)-3-(octanoyloxy)tetrahydro-2H-pyran-2-yl)-3-methylbut-1-enyl)-4-methylenetetrahydro-2H-pyran-2-yl)methyl)-4-hydroxy tetrahydro-2H-pyran-2-yl)-3-(4-methoxybenzyloxy)butanoic acid). Yield: 86.8%. RXN SMILES: [CH2:1]([O:8][CH2:9][O:10][C@H:11]([CH3:88])[C@H:12]([O:80][Si](C(C)(C)C)(C)C)[CH2:13][C@H:14]1[O:19][C@:18]([C:22]([CH3:64])([CH3:63])/[CH:23]=[CH:24]/[C@@H:25]2[O:30][C@H:29]([CH2:31][C@@H:32]3[O:37][C@H:36]([CH2:38][C@@H:39]([O:44][CH2:45][C:46]4[CH:51]=[CH:50][C:49]([O:52][CH3:53])=[CH:48][CH:47]=4)[CH2:40][C:41]([OH:43])=[O:42])[CH2:35][C@H:34]([O:54][Si](C(C)(C)C)(C)C)[CH2:33]3)[CH2:28][C:27](=[CH2:62])[CH2:26]2)([O:20][CH3:21])[C@@H:17]([O:65][C:66](=[O:74])[CH2:67][CH2:68][CH2:69][CH2:70][CH2:71][CH2:72][CH3:73])/[C:16](=[CH:75]/[C:76]([O:78][CH3:79])=[O:77])/[CH2:15]1)[C:2]1[CH:7]=[CH:6][CH:5]=[CH:4][CH:3]=1>C1COCC1.N1C=CC=CC=1>[CH2:1]([O:8][CH2:9][O:10][C@H:11]([CH3:88])[C@H:12]([OH:80])[CH2:13][C@H:14]1[O:19][C@:18]([C:22]([CH3:64])([CH3:63])/[CH:23]=[CH:24]/[C@@H:25]2[O:30][C@H:29]([CH2:31][C@@H:32]3[O:37][C@H:36]([CH2:38][C@@H:39]([O:44][CH2:45][C:46]4[CH:47]=[CH:48][C:49]([O:52][CH3:53])=[CH:50][CH:51]=4)[CH2:40][C:41]([OH:43])=[O:42])[CH2:35][C@H:34]([OH:54])[CH2:33]3)[CH2:28][C:27](=[CH2:62])[CH2:26]2)([O:20][CH3:21])[C@@H:17]([O:65][C:66](=[O:74])[CH2:67][CH2:68][CH2:69][CH2:70][CH2:71][CH2:72][CH3:73])/[C:16](=[CH:75]/[C:76]([O:78][CH3:79])=[O:77])/[CH2:15]1)[C:2]1[CH:7]=[CH:6][CH:5]=[CH:4][CH:3]=1 |f:1.2|. Procedure: To a stirring solution of TBS ether 10 (7.6 mg, 0.0060 mmol, 1.0 equiv) in 9:1 THF/pyridine (600 μL, 0.01 M) in a 4 mL plastic vial was added HF.Py (20%, 240 μL). The solution was stirred at rt for 48 h, then diluted with 50% EtOAc/hexanes (50 mL), and washed with brine (2×10 mL). The solution was dried over Na2SO4, and concentrated under reduced pressure. Purification was accomplished using flash column chromatography with a 2×14 cm silica gel column, eluting with 10% MeOH/40% EtOAc/hexanes, co...